describe an organic reaction: reactants, conditions, products, and yield From a dataset of the Open Reaction Database (ORD), a public repository of structured organic reaction records. Reactants: ClC1=CC=C(C=C1)C1=NC=2N(C(=C1)C(F)(F)F)N=CC2C(=O)O (5-(4-chloro-phenyl)-7-trifluoromethyl-pyrazolo[1,5-a]pyrimidine-3-carboxylic acid), NC=1C=C(C=CC1)S(=O)(=O)N1[C@@H](CCC1)CO ((S)-[1-(3-Amino-benzenesulfonyl)-pyrrolidin-2-yl]-methanol). The product is OC[C@H]1N(CCC1)S(=O)(=O)C=1C=C(C=CC1)NC(=O)C=1C=NN2C1N=C(C=C2C(F)(F)F)C2=CC=C(C=C2)Cl (5-(4-Chloro-phenyl)-7-trifluoromethyl-pyrazolo[1,5-a]pyrimidine-3-carboxylic acid[3-((S)-2-hydroxymethyl-pyrrolidine-1-sulfonyl)-phenyl]-amide). Reaction SMILES: [Cl:1][C:2]1[CH:7]=[CH:6][C:5]([C:8]2[CH:13]=[C:12]([C:14]([F:17])([F:16])[F:15])[N:11]3[N:18]=[CH:19][C:20]([C:21](O)=[O:22])=[C:10]3[N:9]=2)=[CH:4][CH:3]=1.[NH2:24][C:25]1[CH:26]=[C:27]([S:31]([N:34]2[CH2:38][CH2:37][CH2:36][C@H:35]2[CH2:39][OH:40])(=[O:33])=[O:32])[CH:28]=[CH:29][CH:30]=1>>[OH:40][CH2:39][C@@H:35]1[CH2:36][CH2:37][CH2:38][N:34]1[S:31]([C:27]1[CH:26]=[C:25]([NH:24][C:21]([C:20]2[CH:19]=[N:18][N:11]3[C:12]([C:14]([F:15])([F:16])[F:17])=[CH:13][C:8]([C:5]4[CH:6]=[CH:7][C:2]([Cl:1])=[CH:3][CH:4]=4)=[N:9][C:10]=23)=[O:22])[CH:30]=[CH:29][CH:28]=1)(=[O:33])=[O:32]. Procedure details: The title compound was prepared from 5-(4-chloro-phenyl)-7-trifluoromethyl-pyrazolo[1,5-a]pyrimidine-3-carboxylic acid (example C.4) and (S)-[1-(3-amino-benzenesulfonyl)-pyrrolidin-2-yl]-methanol (example B.14) according to general procedure II. Pale-yellow solid. MS (ISP) 580.3 [(M+H)+]; mp 227-229° C. Reactants: [OH-].[Na+] (NaOH), OC(C(=O)OC)C(C1=CC=C(C=C1)CC)(C1=CC=C(C=C1)CC)OCCC1=CC(=C(C=C1)OC)OC (methyl 2-hydroxy-3-(2-(3,4-dimethoxyphenyl)ethoxy)-3,3-di(4-ethylphenyl)propionate), O (Water). The solvent is O1CCOCC1 (dioxane). Run at temperature 60 celsius, time 3 hour. Yields the product OC(C(=O)O)C(C1=CC=C(C=C1)CC)(C1=CC=C(C=C1)CC)OCCC1=CC(=C(C=C1)OC)OC (2-Hydroxy-3-(2-(3,4-dimethoxyphenyl)ethoxy)-3,3-di(4-ethylphenyl)propionic Acid). Isolated yield 70.4%. RXN SMILES: [OH:1][CH:2]([C:7]([O:24][CH2:25][CH2:26][C:27]1[CH:32]=[CH:31][C:30]([O:33][CH3:34])=[C:29]([O:35][CH3:36])[CH:28]=1)([C:16]1[CH:21]=[CH:20][C:19]([CH2:22][CH3:23])=[CH:18][CH:17]=1)[C:8]1[CH:13]=[CH:12][C:11]([CH2:14][CH3:15])=[CH:10][CH:9]=1)[C:3]([O:5]C)=[O:4].[OH-].[Na+].O>O1CCOCC1>[OH:1][CH:2]([C:7]([O:24][CH2:25][CH2:26][C:27]1[CH:32]=[CH:31][C:30]([O:33][CH3:34])=[C:29]([O:35][CH3:36])[CH:28]=1)([C:8]1[CH:13]=[CH:12][C:11]([CH2:14][CH3:15])=[CH:10][CH:9]=1)[C:16]1[CH:21]=[CH:20][C:19]([CH2:22][CH3:23])=[CH:18][CH:17]=1)[C:3]([OH:5])=[O:4] |f:1.2|. Procedure details: 9.2 g (19.3 mmol) of methyl 2-hydroxy-3-(2-(3,4-dimethoxyphenyl)ethoxy)-3,3-di(4-ethylphenyl)propionate were dissolved in 26 ml of dioxane, and 13 ml of 3 N NaOH solution were added. The mixture was stirred at 60° C. for 3 hours. Water was added to the mixture, and the aqueous phase was extracted twice with ether. The aqueous phase was acidified with 1 N aqueous HCl and extracted with ether, the organic phase was dried over magnesium sulfate, and the solvent was distilled off. 6.5 g (71%) of a y... Reactants: Cl[Sn](Cl)(Cl)Cl (SnCl4), Cl (HCl), CN1C(=CC=C1)C (1,2-dimethyl-pyrrole), CN1C(=CC(=C1C(=O)Cl)C)CC(=O)OC(C)(C)C (t-butyl 1,4-dimethyl-5-chlorocarbonyl-2-pyrrole acetate). Solvent: C(Cl)Cl (methylene chloride), C(Cl)Cl (methylene chloride). Run at temperature 0 celsius. The product is CN1C(=CC(=C1C(=O)C=1N(C(=CC1)C)C)C)CC(=O)OC(C)(C)C (t-butyl 1,4-dimethyl-5-(1,5-dimethylpyrrol-2-oyl)pyrrole-2-acetate). The yield is 50.0%. RXN SMILES: [CH3:1][N:2]1[CH:6]=[CH:5][CH:4]=[C:3]1[CH3:7].[CH3:8][N:9]1[C:13]([C:14](Cl)=[O:15])=[C:12]([CH3:17])[CH:11]=[C:10]1[CH2:18][C:19]([O:21][C:22]([CH3:25])([CH3:24])[CH3:23])=[O:20].Cl[Sn](Cl)(Cl)Cl.Cl>C(Cl)Cl>[CH3:8][N:9]1[C:13]([C:14]([C:6]2[N:2]([CH3:1])[C:3]([CH3:7])=[CH:4][CH:5]=2)=[O:15])=[C:12]([CH3:17])[CH:11]=[C:10]1[CH2:18][C:19]([O:21][C:22]([CH3:25])([CH3:24])[CH3:23])=[O:20]. Procedure details: Ten mmole (0.95 g) of 1,2-dimethyl-pyrrole and an equivalent amount of t-butyl 1,4-dimethyl-5-chlorocarbonyl-2-pyrrole acetate were dissolved in 10 ml of methylene chloride and stirred at 0° C. under nitrogen atmosphere. Three grams (12 mmole) of SnCl4 in 10 ml methylene chloride was added dropwise and the resulting mixture was stirred at room temperature for three hours followed by pouring into 25 ml 6 N HCl at 0° C. with vigorous stirring. The resulting suspension was extracted three times wit... Starting materials: FC1=C(C=CC(=C1)F)N1N=CN=C1C1=CC=2CCOC3=C(C2S1)N=C(C=C3)N3C[C@H](N[C@H](C3)C)C (2-[2-(2,4-Difluoro-phenyl)-2H-[1,2,4]triazol-3-yl]-9-((3R,5S)-3,5-dimethyl-piperazin-1-yl)-4,5-dihydro-6-oxa-1-thia-10-aza-benzo[e]azulene), BrCCF (1-Bromo-2-fluoro-ethane), C([O-])([O-])=O.[Cs+].[Cs+] (Cesium carbonate). Run in CN(C=O)C (N,N-Dimethyl-formamide). Reaction conditions: temperature 120 celsius, time 1 hour. Product: FC1=C(C=CC(=C1)F)N1N=CN=C1C1=CC=2CCOC3=C(C2S1)N=C(C=C3)N3C[C@H](N([C@H](C3)C)CC)C (2-[2-(2,4-Difluoro-phenyl)-2H-[1,2,4]triazol-3-yl]-9-((3R,5S)-4-ethyl-3,5-dimethyl-piperazin-1-yl)-4,5-dihydro-6-oxa-1-thia-10-aza-benzo[e]azulene). Isolated yield 56.0%. As a reaction SMILES: [F:1][C:2]1[CH:7]=[C:6]([F:8])[CH:5]=[CH:4][C:3]=1[N:9]1[C:13]([C:14]2[S:23][C:22]3[C:21]4[N:24]=[C:25]([N:28]5[CH2:33][C@H:32]([CH3:34])[NH:31][C@H:30]([CH3:35])[CH2:29]5)[CH:26]=[CH:27][C:20]=4[O:19][CH2:18][CH2:17][C:16]=3[CH:15]=2)=[N:12][CH:11]=[N:10]1.Br[CH2:37][CH2:38]F.C(=O)([O-])[O-].[Cs+].[Cs+]>CN(C)C=O>[F:1][C:2]1[CH:7]=[C:6]([F:8])[CH:5]=[CH:4][C:3]=1[N:9]1[C:13]([C:14]2[S:23][C:22]3[C:21]4[N:24]=[C:25]([N:28]5[CH2:33][C@H:32]([CH3:34])[N:31]([CH2:37][CH3:38])[C@H:30]([CH3:35])[CH2:29]5)[CH:26]=[CH:27][C:20]=4[O:19][CH2:18][CH2:17][C:16]=3[CH:15]=2)=[N:12][CH:11]=[N:10]1 |f:2.3.4|. Procedure details: A mixture of 2-[2-(2,4-Difluoro-phenyl)-2H-[1,2,4]triazol-3-yl]-9-((3R,5S)-3,5-dimethyl-piperazin-1-yl)-4,5-dihydro-6-oxa-1-thia-10-aza-benzo[e]azulene (150 mg, 0.3 mmol), 1-Bromo-2-fluoro-ethane (65 mg, 0.45 mmol) and Cesium carbonate (200 mg, 0.6 mmol) in N,N-Dimethyl-formamide (2 mL) was stirred at 120° C. for 1 h under the irradiation of microwave. The reaction mixture was filtered over celite and purified by pre-TLC (Hexanes/EtOAc=1:1) to afford 314 Yield=56%. 1H NMR (CDCl3, 400 MHz): δ8.02... Reactants: C=1C=CN2C1CN(C1=C(C2)C=CC=C1)C(=O)C1=CC=C(C=C1)NC(C1=C(C=CC=C1)Br)=O (N-[4-(5H-pyrrolo[2,1-c][1,4]benzodiazepin-10(11H)-ylcarbonyl)phenyl]-2-bromobenzamide), N1=C(C=CC=C1)[Sn](CCCC)(CCCC)CCCC (2-pyridyl tri-n-butyl tin). The reagents and catalysts are C1=CC=C(C=C1)P(C2=CC=CC=C2)C3=CC=CC=C3.C1=CC=C(C=C1)P(C2=CC=CC=C2)C3=CC=CC=C3.C1=CC=C(C=C1)P(C2=CC=CC=C2)C3=CC=CC=C3.C1=CC=C(C=C1)P(C2=CC=CC=C2)C3=CC=CC=C3.[Pd] (tetrakis(triphenylphosphine)palladium(O)). Run in C1(=CC=CC=C1)C (toluene). Product: C=1C=CN2C1CN(C1=C(C2)C=CC=C1)C(=O)C1=CC=C(C=C1)NC(C1=C(C=CC=C1)C1=NC=CC=C1)=O (N-[4-(5H-Pyrrolo[2,1-c][1,4]benzodiazepin-10(11H)ylcarbonyl)phenyl]-2-(2-pyridinyl)benzamide). Yield: 46.6%. As a reaction SMILES: [CH:1]1[CH:2]=[CH:3][N:4]2[CH2:10][C:9]3[CH:11]=[CH:12][CH:13]=[CH:14][C:8]=3[N:7]([C:15]([C:17]3[CH:22]=[CH:21][C:20]([NH:23][C:24](=[O:32])[C:25]4[CH:30]=[CH:29][CH:28]=[CH:27][C:26]=4Br)=[CH:19][CH:18]=3)=[O:16])[CH2:6][C:5]=12.[N:33]1[CH:38]=[CH:37][CH:36]=[CH:35][C:34]=1[Sn](CCCC)(CCCC)CCCC>C1(C)C=CC=CC=1.C1C=CC(P(C2C=CC=CC=2)C2C=CC=CC=2)=CC=1.C1C=CC(P(C2C=CC=CC=2)C2C=CC=CC=2)=CC=1.C1C=CC(P(C2C=CC=CC=2)C2C=CC=CC=2)=CC=1.C1C=CC(P(C2C=CC=CC=2)C2C=CC=CC=2)=CC=1.[Pd]>[CH:1]1[CH:2]=[CH:3][N:4]2[CH2:10][C:9]3[CH:11]=[CH:12][CH:13]=[CH:14][C:8]=3[N:7]([C:15]([C:17]3[CH:22]=[CH:21][C:20]([NH:23][C:24](=[O:32])[C:25]4[CH:30]=[CH:29][CH:28]=[CH:27][C:26]=4[C:34]4[CH:35]=[CH:36][CH:37]=[CH:38][N:33]=4)=[CH:19][CH:18]=3)=[O:16])[CH2:6][C:5]=12 |f:3.4.5.6.7|. Procedure: A mixture of 1.94 g of N-[4-(5H-pyrrolo[2,1-c][1,4]benzodiazepin-10(11H)-ylcarbonyl)phenyl]-2-bromobenzamide, 2.95 g of 2-pyridyl tri-n-butyl tin and 400 mg of tetrakis(triphenylphosphine)palladium(O) is refluxed for 24 hours in degassed toluene for 24 hours. The reaction mixture is concentrated in vacuo to a residue which is purified by column chromatography on silica gel by elution with 70% ethyl acetate:hexane to give 900 mg of the desired product as a pale yellow solid:M+1=485. Starting materials: CC(=O)N1CC(C)(C)c2cc(C)ccc21, Cl. Yields the product Cc1ccc2c(c1)C(C)(C)CN2. As a reaction SMILES: [C:1](=[O:2])([CH3:3])[N:4]1[CH2:5][C:6]([CH3:14])([CH3:15])[c:7]2[cH:8][c:9]([CH3:13])[cH:10][cH:11][c:12]21.[ClH:16]>>[NH:4]1[CH2:5][C:6]([CH3:14])([CH3:15])[c:7]2[cH:8][c:9]([CH3:13])[cH:10][cH:11][c:12]21.